This data is from the Open Reaction Database (ORD), a public repository of structured organic reaction records. The task is: describe an organic reaction: reactants, conditions, products, and yield The reactants are C(C)(C)(C)OC(N[C@@H](CC(C)C)C(NC1C(CN(CCC1)S(=O)(=O)C1=CC=C(C=C1)OC)O)=O)=O ({(S)-1-[3-Hydroxy-1-(4-methoxy-benzenesulfonyl)-azepan-4-ylcarbamoyl]-3-methyl-butyl}-carbamic acid-tert-butyl ester), C(C)(C)(C)OC(N[C@@H](CC(C)C)C(NC1C(CN(CCC1)S(=O)(=O)C1=CC=C(C=C1)OC)O)=O)=O ({(S)-1-[3-Hydroxy-1-(4-methoxy-benzenesulfonyl)-azepan-4-ylcarbamoyl]-3-methyl-butyl}-carbamic acid-tert-butyl ester), Cl (HCl). Solvent: C(Cl)Cl (CH2Cl2), O1CCOCC1 (dioxane). Reaction conditions: time 4 hour. Product: Cl.OC1CN(CCCC1NC([C@H](CC(C)C)N)=O)S(=O)(=O)C1=CC=C(C=C1)OC ((S)-2-Amino-4-methyl-pentanoic acid [3-hydroxy-1-(4-methoxy-benzenesulfonyl)-azepan-4-yl]-amide-HCl salt). As a reaction SMILES: C(OC(=O)[NH:7][C@H:8]([C:13](=[O:34])[NH:14][CH:15]1[CH2:21][CH2:20][CH2:19][N:18]([S:22]([C:25]2[CH:30]=[CH:29][C:28]([O:31][CH3:32])=[CH:27][CH:26]=2)(=[O:24])=[O:23])[CH2:17][CH:16]1[OH:33])[CH2:9][CH:10]([CH3:12])[CH3:11])(C)(C)C.[ClH:36]>C(Cl)Cl.O1CCOCC1>[ClH:36].[OH:33][CH:16]1[CH:15]([NH:14][C:13](=[O:34])[C@@H:8]([NH2:7])[CH2:9][CH:10]([CH3:12])[CH3:11])[CH2:21][CH2:20][CH2:19][N:18]([S:22]([C:25]2[CH:30]=[CH:29][C:28]([O:31][CH3:32])=[CH:27][CH:26]=2)(=[O:24])=[O:23])[CH2:17]1 |f:4.5|. Procedure details: {(S)-1-[3-Hydroxy-1-(4-methoxy-benzenesulfonyl)-azepan-4-ylcarbamoyl]-3-methyl-butyl}-carbamic acid-tert-butyl ester (compound 207a, 0.59 g, 1.15 mmol) was dissolved in CH2Cl2 (8 ml), then a solution of 4 M HCl in dioxane (8 ml) was added and the reaction was stirred at RT for 4 h. The reaction mixture was concentrated in vacuo, azeotroped from toluene twice (10 ml) in vacuo, and was used in the next reaction without further purification: M+H+=413.8.